This data is from the Open Reaction Database (ORD), a public repository of structured organic reaction records. The task is: describe an organic reaction: reactants, conditions, products, and yield RXN SMILES: [Br:29][CH2:30][c:31]1[c:32]([O:33][CH:34]([C:35](=[O:36])[O:37][CH2:38][CH3:39])[CH3:40])[cH:41][cH:42][cH:43][cH:44]1.[C:23](=[O:24])([O-:25])[O-:26].[CH3:45][N:46]([CH3:47])[CH:48]=[O:49].[Cl:1][c:2]1[c:3]([OH:22])[cH:4][c:5](-[n:9]2[c:10](=[O:21])[n:11]([CH3:20])[c:12]([C:16]([F:17])([F:18])[F:19])[cH:13][c:14]2=[O:15])[c:6]([F:8])[cH:7]1.[K+:27].[K+:28]>>[Cl:1][c:2]1[c:3]([O:22][CH2:30][c:31]2[c:32]([O:33][CH:34]([C:35](=[O:36])[O:37][CH2:38][CH3:39])[CH3:40])[cH:41][cH:42][cH:43][cH:44]2)[cH:4][c:5](-[n:9]2[c:10](=[O:21])[n:11]([CH3:20])[c:12]([C:16]([F:17])([F:18])[F:19])[cH:13][c:14]2=[O:15])[c:6]([F:8])[cH:7]1. Yields the product CCOC(=O)C(C)Oc1ccccc1COc1cc(-n2c(=O)cc(C(F)(F)F)n(C)c2=O)c(F)cc1Cl. The reactants are CCOC(=O)C(C)Oc1ccccc1CBr, O=C([O-])[O-], CN(C)C=O, Cn1c(C(F)(F)F)cc(=O)n(-c2cc(O)c(Cl)cc2F)c1=O, [K+], [K+]. Reactants: COC(=O)c1cc(Br)ccc1OC, CO, Cl, [K+], [OH-]. Yields the product COc1ccc(Br)cc1C(=O)O. RXN SMILES: [Br:1][c:2]1[cH:3][cH:4][c:5]([O:12][CH3:13])[c:6]([C:7](=[O:8])[O:9][CH3:10])[cH:11]1.[CH3:17][OH:18].[ClH:16].[K+:15].[OH-:14]>>[Br:1][c:2]1[cH:3][cH:4][c:5]([O:12][CH3:13])[c:6]([C:7](=[O:8])[OH:9])[cH:11]1. The reactants are C(C=C)(=O)[O-].C(C=C)(=O)[O-].C1(=CC=CC=C1)[Sb+2](C1=CC=CC=C1)C1=CC=CC=C1 (triphenyl antimony diacrylate). Reagents/catalysts: N(=NC(C#N)(C)C)C(C#N)(C)C (α,α' azodiisobutyronitrile). Run in C(C(=C)C)(=O)OC (methyl methacrylate). Conditions: temperature 55 celsius. Yields the product C(C(=C)C)(=O)OC.C(C=C)(=O)[O-].C(C=C)(=O)[O-].C1(=CC=CC=C1)[Sb+2](C1=CC=CC=C1)C1=CC=CC=C1 (Methyl Methacrylate Triphenyl Antimony Diacrylate). Reaction SMILES: [C:1]([O-:5])(=[O:4])[CH:2]=[CH2:3].[C:6]([O-:10])(=[O:9])[CH:7]=[CH2:8].[C:11]1([Sb+2:17]([C:24]2[CH:29]=[CH:28][CH:27]=[CH:26][CH:25]=2)[C:18]2[CH:23]=[CH:22][CH:21]=[CH:20][CH:19]=2)[CH:16]=[CH:15][CH:14]=[CH:13][CH:12]=1>C(OC)(=O)C(C)=C.N(C(C)(C)C#N)=NC(C)(C)C#N>[C:1]([O:5][CH3:6])(=[O:4])[C:29]([CH3:28])=[CH2:24].[C:6]([O-:10])(=[O:9])[CH:7]=[CH2:8].[C:1]([O-:5])(=[O:4])[CH:2]=[CH2:3].[C:24]1([Sb+2:17]([C:11]2[CH:12]=[CH:13][CH:14]=[CH:15][CH:16]=2)[C:18]2[CH:23]=[CH:22][CH:21]=[CH:20][CH:19]=2)[CH:25]=[CH:26][CH:27]=[CH:28][CH:29]=1 |f:0.1.2,5.6.7.8|. Procedure details: Freshly recrystallized triphenyl antimony diacrylate (2 g.) was dissolved in freshly distilled methyl methacrylate (15 g.). The mixture was poured into a polymerization tube and α,α' azodiisobutyronitrile catalyst (0.01 g.) was added. The mixture was purged wih nitrogen and sealed under vacuum. The mixture was maintained in a constant temperature bath at about 55° C. for 12 hours. A clear solid polymer was formed. Preliminary results show this polymer to be self-extinguishing. The material was s... The reactants are NCC1CC2CCC(C1)N2C(=O)c1ccccc1, CC(C)O, Cl, Cl, O=C1CCOc2ccccc21. Yields the product O=C1c2ccccc2OCC1CNCC1CC2CCC(C1)N2C(=O)c1ccccc1, Cl. As a reaction SMILES: [C:2]([c:3]1[cH:4][cH:5][cH:6][cH:7][cH:8]1)(=[O:9])[N:10]1[CH:11]2[CH2:12][CH:13]([CH2:18][NH2:19])[CH2:14][CH:15]1[CH2:16][CH2:17]2.[CH3:32][CH:33]([OH:34])[CH3:35].[ClH:1].[ClH:20].[O:21]1[CH2:22][CH2:23][C:24](=[O:31])[c:25]2[c:26]1[cH:27][cH:28][cH:29][cH:30]2>>[C:2]([c:3]1[cH:4][cH:5][cH:6][cH:7][cH:8]1)(=[O:9])[N:10]1[CH:11]2[CH2:12][CH:13]([CH2:18][NH:19][CH2:32][CH:23]3[CH2:22][O:21][c:26]4[c:25]([cH:30][cH:29][cH:28][cH:27]4)[C:24]3=[O:31])[CH2:14][CH:15]1[CH2:16][CH2:17]2.[ClH:1].